From a dataset of the Open Reaction Database (ORD), a public repository of structured organic reaction records. describe an organic reaction: reactants, conditions, products, and yield The reactants are COC(C)(C)OC, COc1ccc(CCNCC(O)CO)cc1OC, CC(C)=O. Product: COc1ccc(CCN2CC(CO)OC2(C)C)cc1OC. RXN SMILES: [CH3:19][O:20][C:21]([CH3:22])([CH3:23])[O:24][CH3:25].[CH3:1][O:2][c:3]1[cH:4][c:5]([CH2:11][CH2:12][NH:13][CH2:14][CH:15]([CH2:16][OH:17])[OH:18])[cH:6][cH:7][c:8]1[O:9][CH3:10].[CH3:26][C:27](=[O:28])[CH3:29]>>[CH3:1][O:2][c:3]1[cH:4][c:5]([CH2:11][CH2:12][N:13]2[CH2:14][CH:15]([CH2:16][OH:17])[O:18][C:21]2([CH3:22])[CH3:23])[cH:6][cH:7][c:8]1[O:9][CH3:10]. Reactants: COC(=O)c1cc(Br)cc2c1cnn2C(C)=O, CO, Cl. Product: COC(=O)c1cc(Br)cc2[nH]ncc12. RXN SMILES: [C:1](=[O:2])([CH3:3])[n:4]1[n:5][cH:6][c:7]2[c:8]([C:14](=[O:15])[O:16][CH3:17])[cH:9][c:10]([Br:13])[cH:11][c:12]12.[CH3:18][OH:19].[ClH:20]>>[nH:4]1[n:5][cH:6][c:7]2[c:8]([C:14](=[O:15])[O:16][CH3:17])[cH:9][c:10]([Br:13])[cH:11][c:12]12. The reactants are N1CCCCC1 (piperidine), [H][H] (hydrogen), C(CCC)=O (butyraldehyde), C(#N)CC(=O)OCC (ethyl cyanoacetate). Reagents/catalysts: [Pd] (Pd-C). The solvent is C(C)(=O)O (acetic acid). Yields the product C(CCC)C(C(=O)OCC)C#N (ethyl 2-butylcyanoacetate). Reaction SMILES: [CH:1](=O)[CH2:2][CH2:3][CH3:4].[C:6]([CH2:8][C:9]([O:11][CH2:12][CH3:13])=[O:10])#[N:7].N1CCCCC1.[H][H]>C(O)(=O)C.[Pd]>[CH2:1]([CH:8]([C:6]#[N:7])[C:9]([O:11][CH2:12][CH3:13])=[O:10])[CH2:2][CH2:3][CH3:4]. Procedure details: 323 g of butyraldehyde and 422 g of ethyl cyanoacetate are dissolved in 750 ml of glacial acetic acid, 15 g of piperidine are added, and the reaction mixture is stirred, during which it warms to about 55° C. After the reaction mixture has been cooled to room temperature, 20 g of 5% Pd-C catalyst are added, and the mixture is then hydrogenated at 30° and an H2 pressure of 2 bar until the calculated amount of hydrogen has been taken up (about 7 hours). After the catalyst has been separated off, th... The reactants are Cl.C1(=CC=CC=C1)C1(CCCC1)CC(=N)N (2-(1-phenyl-cyclopentyl)-acetamidine, hydrochloride), C(C)(C)(C)OC(\C(=C(\C(=O)O)/OCC1=CC=CC=C1)\O)=O ((E)-2-benzyloxy-3-hydroxy-but-2-enedioic acid 4-tert-butyl ester), ClC1=CC=C(C=C1)C1(CCCC1)CC(=N)N (2-[1-(4-chlorophenyl)-cyclopentyl]-acetamidine), C[O-].[Na+] (sodium methoxide). Run in CO (methanol), C(C)(=O)OCC (ethyl acetate), CCCCCC (hexane), C(C)(=O)OCC (ethyl acetate). Run at temperature 0 celsius. Yields the product C(C)(C)(C)OC(=O)C1=NC(=NC(=C1OCC1=CC=CC=C1)O)CC1(CCCC1)C1=CC=C(C=C1)Cl (5-benzyloxy-2-[1-(4-chlorophenyl)-cyclopentylmethyl]-6-hydroxypyrimidine-4-carboxylic acid tert-butyl ester). Isolated yield 91.0%. RXN SMILES: [Cl:1][C:2]1[CH:7]=[CH:6][C:5]([C:8]2([CH2:13][C:14]([NH2:16])=[NH:15])[CH2:12][CH2:11][CH2:10][CH2:9]2)=[CH:4][CH:3]=1.Cl.C1(C2(CC(N)=N)CCCC2)C=CC=CC=1.[C:33]([O:37][C:38](=[O:53])/[C:39](/O)=[C:40](\[O:44][CH2:45][C:46]1[CH:51]=[CH:50][CH:49]=[CH:48][CH:47]=1)/[C:41](O)=[O:42])([CH3:36])([CH3:35])[CH3:34].C[O-].[Na+]>CO.C(OCC)(=O)C.CCCCCC>[C:33]([O:37][C:38]([C:39]1[C:40]([O:44][CH2:45][C:46]2[CH:51]=[CH:50][CH:49]=[CH:48][CH:47]=2)=[C:41]([OH:42])[N:16]=[C:14]([CH2:13][C:8]2([C:5]3[CH:4]=[CH:3][C:2]([Cl:1])=[CH:7][CH:6]=3)[CH2:12][CH2:11][CH2:10][CH2:9]2)[N:15]=1)=[O:53])([CH3:36])([CH3:34])[CH3:35] |f:1.2,4.5|. Reported procedure: To a stirred solution of 2-[1-(4-chlorophenyl)-cyclopentyl]-acetamidine; hydrochloride (322) (3.1 g, 11.34 mmol) in methanol (25 mL) was added (E,Z)-2-benzyloxy-3-hydroxy-but-2-enedioic acid 4-tert-butyl ester 1-methyl ester (4) (4.19 g, 13.61 mmol) and cooled to 0° C. To this reaction mixture was then added sodium methoxide (25% in methanol) (7.4 mL, 34.03 mmol) and stirred at room temperature for 16 h (TLC; ethyl acetate:hexane=1:1, Rf=0.5). The reaction mixture was diluted with ethyl acetate ... Reactants: C(C)(C)NC1=CC=CC=C1 (N-isopropyl aniline), ClC=1OC(=C(N1)C(F)(F)F)C(=O)OCC (ethyl 2-chloro-4-trifluromethyl-5-oxazolecarboxylate). Run in C(C)OCC (ethyl ether). Product: CC(C)N(C=1OC(=C(N1)C(F)(F)F)C(=O)OCC)C1=CC=CC=C1 (Ethyl 2-[(1-methylethyl)phenylamino]-4-(trifluoromethyl)-5-oxazolecarboxylate). Isolated yield 21.5%. Reaction SMILES: [CH:1]([NH:4][C:5]1[CH:10]=[CH:9][CH:8]=[CH:7][CH:6]=1)([CH3:3])[CH3:2].Cl[C:12]1[O:13][C:14]([C:21]([O:23][CH2:24][CH3:25])=[O:22])=[C:15]([C:17]([F:20])([F:19])[F:18])[N:16]=1>C(OCC)C>[CH3:2][CH:1]([N:4]([C:5]1[CH:10]=[CH:9][CH:8]=[CH:7][CH:6]=1)[C:12]1[O:13][C:14]([C:21]([O:23][CH2:24][CH3:25])=[O:22])=[C:15]([C:17]([F:19])([F:18])[F:20])[N:16]=1)[CH3:3]. Procedure details: By the procedure of Example 15, 2.59 g (0.019 mol) of N-isopropyl aniline was reacted neat with 2.32 g (0.0095 mol) of ethyl 2-chloro-4-trifluromethyl-5-oxazolecarboxylate at 140°-150° C. for 4 hours. The product mixture was slurried in ethyl ether, washed with 25% sulfuric acid and water, dried and concentrated. The residue was distilled and the distillate was recrystallized from methylcyclohexane to yield 0.7 g of a white-powder product (m.p.=66°-68° C.) identified in Table 1. Reactants: C(C)(C)(C)OC(C(C)(C)NC(=O)C1=C(C2=C(SC=C2)C=C1)O)=O (2-[(4-Hydroxy-benzo[b]thiophene-5-carbonyl)-amino]-2-methyl-propionic acid tert-butyl ester), BrCC1=NC=C(C=C1)C(F)(F)F (2-bromomethyl-5-trifluoromethyl-pyridine), amino acid ester, amino acid. The product is CC(C(=O)O)(C)NC(=O)C1=C(C2=C(SC=C2)C=C1)OCC1=NC=C(C=C1)C(F)(F)F (2-Methyl-2-{[4-(5-trifluoromethyl-pyridin-2-ylmethoxy)-benzo[b]thiophene-5-carbonyl]-amino}-propionic acid). RXN SMILES: C([O:5][C:6](=[O:23])[C:7]([NH:10][C:11]([C:13]1[CH:21]=[CH:20][C:16]2[S:17][CH:18]=[CH:19][C:15]=2[C:14]=1[OH:22])=[O:12])([CH3:9])[CH3:8])(C)(C)C.Br[CH2:25][C:26]1[CH:31]=[CH:30][C:29]([C:32]([F:35])([F:34])[F:33])=[CH:28][N:27]=1>>[CH3:9][C:7]([NH:10][C:11]([C:13]1[CH:21]=[CH:20][C:16]2[S:17][CH:18]=[CH:19][C:15]=2[C:14]=1[O:22][CH2:25][C:26]1[CH:31]=[CH:30][C:29]([C:32]([F:34])([F:33])[F:35])=[CH:28][N:27]=1)=[O:12])([CH3:8])[C:6]([OH:5])=[O:23]. Procedure details: 2-Methyl-2-{[4-(5-trifluoromethyl-pyridin-2-ylmethoxy)-benzo[b]thiophene-5-carbonyl]-amino}-propionic acid was prepared in analogy to example 13 via a sequence of an alkylation reaction of 2-[(4-Hydroxy-benzo[b]thiophene-5-carbonyl)-amino]-2-methyl-propionic acid tert-butyl ester using 2-bromomethyl-5-trifluoromethyl-pyridine and an acidic hydrolysis of the amino acid ester to the free amino acid Procedure details: By a method similar to that in Example 22, and using, instead of ethyl 4-oxo-3,4-dihydro-2-quinazolinecarboxylate, ethyl 5-(4-methoxyphenyl)-4-oxo-3,4-dihydrothieno[2,3-d]pyrimidine-2-carboxylate obtained in Reference Example 80 and using, instead of 1-[2-({3-[1-(triphenylmethyl)-1H-1,2,4-triazol-3-yl]propyl}oxy)pyridin-4-yl]methaneamine, 1-{3-[(2-{[1-(triphenylmethyl)-1H-1,2,4-triazol-3-yl]oxy}ethyl)oxy]phenyl}methanamine obtained in Reference Example 32, the title compound was obtained as a wh... The yield is 50.0%. Reaction SMILES: O=C1C2C(=CC=CC=2)N=C(C(OCC)=O)N1.[CH3:17][O:18][C:19]1[CH:24]=[CH:23][C:22]([C:25]2[C:33]3[C:32](=[O:34])[NH:31][C:30]([C:35](OCC)=[O:36])=[N:29][C:28]=3[S:27][CH:26]=2)=[CH:21][CH:20]=1.C1(C(C2C=CC=CC=2)(C2C=CC=CC=2)N2C=NC(CCCOC3C=C(CN)C=CN=3)=N2)C=CC=CC=1.C1(C(C2C=CC=CC=2)(C2C=CC=CC=2)[N:83]2[CH:87]=[N:86][C:85]([O:88][CH2:89][CH2:90][O:91][C:92]3[CH:93]=[C:94]([CH2:98][NH2:99])[CH:95]=[CH:96][CH:97]=3)=[N:84]2)C=CC=CC=1>>[CH3:17][O:18][C:19]1[CH:24]=[CH:23][C:22]([C:25]2[C:33]3[C:32](=[O:34])[NH:31][C:30]([C:35]([NH:99][CH2:98][C:94]4[CH:95]=[CH:96][CH:97]=[C:92]([O:91][CH2:90][CH2:89][O:88][C:85]5[N:86]=[CH:87][NH:83][N:84]=5)[CH:93]=4)=[O:36])=[N:29][C:28]=3[S:27][CH:26]=2)=[CH:21][CH:20]=1. Starting materials: C1(=CC=CC=C1)C(N1N=C(N=C1)CCCOC1=NC=CC(=C1)CN)(C1=CC=CC=C1)C1=CC=CC=C1 (1-[2-({3-[1-(triphenylmethyl)-1H-1,2,4-triazol-3-yl]propyl}oxy)pyridin-4-yl]methaneamine), C1(=CC=CC=C1)C(N1N=C(N=C1)OCCOC=1C=C(C=CC1)CN)(C1=CC=CC=C1)C1=CC=CC=C1 (1-{3-[(2-{[1-(triphenylmethyl)-1H-1,2,4-triazol-3-yl]oxy}ethyl)oxy]phenyl}methanamine), O=C1NC(=NC2=CC=CC=C12)C(=O)OCC (ethyl 4-oxo-3,4-dihydro-2-quinazolinecarboxylate), COC1=CC=C(C=C1)C1=CSC=2N=C(NC(C21)=O)C(=O)OCC (ethyl 5-(4-methoxyphenyl)-4-oxo-3,4-dihydrothieno[2,3-d]pyrimidine-2-carboxylate). The product is COC1=CC=C(C=C1)C1=CSC=2N=C(NC(C21)=O)C(=O)NCC2=CC(=CC=C2)OCCOC2=NNC=N2 (5-(4-methoxyphenyl)-4-oxo-N-{3-[2-(1H-1,2,4-triazol-3-yloxy)ethoxy]benzyl}-3,4-dihydrothieno[2,3-d]pyrimidine-2-carboxamide), powder.